Dataset: the Open Reaction Database (ORD), a public repository of structured organic reaction records. Task: describe an organic reaction: reactants, conditions, products, and yield Reaction SMILES: O.[OH-].[Li+].[CH2:4]([O:11][C:12]1[CH:13]=[C:14]([CH:19]=[C:20]([O:22][C@@H:23]([CH3:36])[CH2:24][O:25][Si:26]([CH:33]([CH3:35])[CH3:34])([CH:30]([CH3:32])[CH3:31])[CH:27]([CH3:29])[CH3:28])[CH:21]=1)[C:15]([O:17]C)=[O:16])[C:5]1[CH:10]=[CH:9][CH:8]=[CH:7][CH:6]=1>O.C1COCC1>[CH2:4]([O:11][C:12]1[CH:13]=[C:14]([CH:19]=[C:20]([O:22][C@@H:23]([CH3:36])[CH2:24][O:25][Si:26]([CH:30]([CH3:32])[CH3:31])([CH:27]([CH3:29])[CH3:28])[CH:33]([CH3:35])[CH3:34])[CH:21]=1)[C:15]([OH:17])=[O:16])[C:5]1[CH:6]=[CH:7][CH:8]=[CH:9][CH:10]=1 |f:0.1.2|. Run at temperature 43 celsius, time 16 hour. Procedure details: Lithium hydroxide monohydrate (12.14 g, 0.289 mol) in water (100 mL) was added to a solution of methyl 3-(benzyloxy)-5-{(1S)-1-methyl-2-[(triisopropylsilyl)oxy]ethoxy}benzoate (62 g, 0.131 mol) in THF (300 mL) and warmed to 43° C. The reaction was stirred for 16 hours, the THF removed in vacuo and the resultant mixture acidified to pH 5 with 10% w/v citric acid. This was extracted with ethyl acetate (2×300 mL) and the combined organic layers were dried (MgSO4), filtered and evaporated to afford ... The reactants are O.[OH-].[Li+] (Lithium hydroxide monohydrate), C(C1=CC=CC=C1)OC=1C=C(C(=O)OC)C=C(C1)O[C@H](CO[Si](C(C)C)(C(C)C)C(C)C)C (methyl 3-(benzyloxy)-5-{(1S)-1-methyl-2-[(triisopropylsilyl)oxy]ethoxy}benzoate). Yields the product C(C1=CC=CC=C1)OC=1C=C(C(=O)O)C=C(C1)O[C@H](CO[Si](C(C)C)(C(C)C)C(C)C)C (3-(Benzyloxy)-5-{(1S)-1-methyl-2-[(triisopropylsilyl)oxy]ethoxy}benzoic acid). The yield is 100.2%. Solvent: O (water), C1CCOC1 (THF). The product is CC1Cc2ccccc2C(=O)c2c1cc(CC(=O)O)n2C. Reactants: COC(=O)Cc1cc2c(n1C)C(=O)c1ccccc1CC2C, CCO, [Na+], [OH-], O. Reaction SMILES: [CH3:1][n:2]1[c:3]2[c:4]([cH:5][c:6]1[CH2:7][C:8](=[O:9])[O:10][CH3:11])[CH:12]([CH3:22])[CH2:13][c:14]1[c:15]([cH:18][cH:19][cH:20][cH:21]1)[C:16]2=[O:17].[CH3:23][CH2:24][OH:25].[Na+:27].[OH-:26].[OH2:28]>>[CH3:1][n:2]1[c:3]2[c:4]([cH:5][c:6]1[CH2:7][C:8](=[O:9])[OH:10])[CH:12]([CH3:22])[CH2:13][c:14]1[c:15]([cH:18][cH:19][cH:20][cH:21]1)[C:16]2=[O:17]. Starting materials: BrC=1C=NC(=NC1)NC1=CC(=C(C=C1)OC(F)F)Cl (5-bromo-N-(3-chloro-4-(difluoromethoxy)phenyl)pyrimidin-2-amine), C[Si](CCOCN1C(C=CC2=CC(=CC=C12)C=C)=O)(C)C (1-((2-(trimethylsilyl)ethoxy)methyl)-6-vinylquinolin-2(1H)-one), hydrate. Reagents/catalysts: [Cl-].C(CCC)[N+](CCCC)(CCCC)CCCC (tetrabutylammonium chloride). Run in CN(C)C=O (DMF). Run at temperature 120 celsius. Yields the product ClC=1C=C(C=CC1OC(F)F)NC1=NC=C(C=N1)/C=C/C=1C=C2C=CC(N(C2=CC1)COCC[Si](C)(C)C)=O ((E)-6-(2-(2-(3-chloro-4-(difluoromethoxy)phenylamino)pyrimidin-5-yl)vinyl)-1-((2-(trimethylsilyl)ethoxy)methyl)quinolin-2(1H)-one). Isolated yield 49.1%. RXN SMILES: Br[C:2]1[CH:3]=[N:4][C:5]([NH:8][C:9]2[CH:14]=[CH:13][C:12]([O:15][CH:16]([F:18])[F:17])=[C:11]([Cl:19])[CH:10]=2)=[N:6][CH:7]=1.[CH3:20][Si:21]([CH3:40])([CH3:39])[CH2:22][CH2:23][O:24][CH2:25][N:26]1[C:35]2[C:30](=[CH:31][C:32]([CH:36]=[CH2:37])=[CH:33][CH:34]=2)[CH:29]=[CH:28][C:27]1=[O:38]>CN(C=O)C.[Cl-].C([N+](CCCC)(CCCC)CCCC)CCC>[Cl:19][C:11]1[CH:10]=[C:9]([NH:8][C:5]2[N:4]=[CH:3][C:2](/[CH:37]=[CH:36]/[C:32]3[CH:31]=[C:30]4[C:35](=[CH:34][CH:33]=3)[N:26]([CH2:25][O:24][CH2:23][CH2:22][Si:21]([CH3:20])([CH3:40])[CH3:39])[C:27](=[O:38])[CH:28]=[CH:29]4)=[CH:7][N:6]=2)[CH:14]=[CH:13][C:12]=1[O:15][CH:16]([F:18])[F:17] |f:3.4|. Procedure: To a solution of 5-bromo-N-(3-chloro-4-(difluoromethoxy)phenyl)pyrimidin-2-amine (0.3 g, 0.856 mmol) in DMF (5 mL), were added 1-((2-(trimethylsilyl)ethoxy)methyl)-6-vinylquinolin-2(1H)-one (0.258 g, 0.856 mmol) triethylamine (0.358 mL, 2.57 mmol), tetrabutylammonium chloride, hydrate (0.380 g, 1.284 mmol) and PdOAc2 (0.019 g, 0.086 mmol). The reaction mixture was heated at 120° C. for 12 h. The reaction mixture was concentrated, dissolved in ethyl acetate, filtered through celite, and washed wi...